Task: describe an organic reaction: reactants, conditions, products, and yield. Dataset: the Open Reaction Database (ORD), a public repository of structured organic reaction records Reactants: C, CCN(C(C)C)C(C)C, COc1cc(CCC(=O)c2sc(C)c3c2CCC(C)(C)C3)cc(Cl)c1OCCCO, ClCCl, O=S(=O)(Cl)Cl. Yields the product COc1cc(CCC(=O)c2sc(C)c3c2CCC(C)(C)C3)cc(Cl)c1OCCCOS(C)(=O)=O. Reaction SMILES: [CH4:45].[CH:31]([N:32]([CH2:33][CH3:34])[CH:35]([CH3:36])[CH3:37])([CH3:38])[CH3:39].[Cl:1][c:2]1[cH:3][c:4]([CH2:15][CH2:16][C:17](=[O:18])[c:19]2[s:20][c:21]([CH3:30])[c:22]3[c:23]2[CH2:24][CH2:25][C:26]([CH3:28])([CH3:29])[CH2:27]3)[cH:5][c:6]([O:13][CH3:14])[c:7]1[O:8][CH2:9][CH2:10][CH2:11][OH:12].[Cl:46][CH2:47][Cl:48].[S:40](=[O:41])(=[O:42])([Cl:43])[Cl:44]>>[Cl:1][c:2]1[cH:3][c:4]([CH2:15][CH2:16][C:17](=[O:18])[c:19]2[s:20][c:21]([CH3:30])[c:22]3[c:23]2[CH2:24][CH2:25][C:26]([CH3:28])([CH3:29])[CH2:27]3)[cH:5][c:6]([O:13][CH3:14])[c:7]1[O:8][CH2:9][CH2:10][CH2:11][O:12][S:40](=[O:41])(=[O:42])[CH3:45]. The reactants are C(\C=C\C(=O)O)(=O)O (fumaric acid), I.CSC(NC1=C(C=CC=C1)N1CCOCC1)=NC (2-methyl-1-(2-morpholinophenyl)-3-methyl-2-thiopseudourea hydriodide), C1(CCCC1)N (cyclopentylamine), C([O-])([O-])=O.[Na+].[Na+] (sodium carbonate). Solvent: C(C)O (ethanol). Run at temperature 110 celsius. The product is C(\C=C\C(=O)O)(=O)O.C1(CCCC1)NC(=NC1=C(C=CC=C1)N1CCOCC1)NC (1-cyclopentyl-2-(2-morpholinophenyl)-3-methylguanidine monofumarate). Reaction SMILES: I.CS[C:4](=[N:18][CH3:19])[NH:5][C:6]1[CH:11]=[CH:10][CH:9]=[CH:8][C:7]=1[N:12]1[CH2:17][CH2:16][O:15][CH2:14][CH2:13]1.[CH:20]1([NH2:25])[CH2:24][CH2:23][CH2:22][CH2:21]1.C(=O)([O-])[O-].[Na+].[Na+].[C:32]([OH:39])(=[O:38])/[CH:33]=[CH:34]/[C:35]([OH:37])=[O:36]>C(O)C>[C:32]([OH:39])(=[O:38])/[CH:33]=[CH:34]/[C:35]([OH:37])=[O:36].[CH:20]1([NH:25][C:4]([NH:18][CH3:19])=[N:5][C:6]2[CH:11]=[CH:10][CH:9]=[CH:8][C:7]=2[N:12]2[CH2:17][CH2:16][O:15][CH2:14][CH2:13]2)[CH2:24][CH2:23][CH2:22][CH2:21]1 |f:0.1,3.4.5,8.9|. Procedure: A mixture of 2-methyl-1-(2-morpholinophenyl)-3-methyl-2-thiopseudourea hydriodide (7.86 g prepared as described in Example 210), cyclopentylamine (2.9 g), anhydrous sodium carbonate (6.36 g) and ethanol (100 ml) was heated in a stainless steel pressure vessel in an oil bath at 110° C. for 24 hours. The reaction mixture was cooled, filtered and the solvent was partially removed. The residue was poured into ice and the resulting mixture extracted with dichloromethane. The extract was dried, filter... Starting materials: C(=C\C1=CC=CC=C1)/C1=CN=C(O1)C(=O)OCC (ethyl (E)-5-styryloxazole-2carboxylate), [BH4-].[Na+] (sodium borohydride), [Cl-].[Ca+2].[Cl-] (calcium chloride). The solvent is C(C)O (ethanol), C(C)O (ethanol). Run at time 3 hour. Product: OCC=1OC(=CN1)\C=C\C1=CC=CC=C1 ((E)-2-hydroxymethyl-5-styryloxazole). Isolated yield 96.7%. As a reaction SMILES: [CH:1](/[C:9]1[O:13][C:12]([C:14](OCC)=[O:15])=[N:11][CH:10]=1)=[CH:2]\[C:3]1[CH:8]=[CH:7][CH:6]=[CH:5][CH:4]=1.[BH4-].[Na+].[Cl-].[Ca+2].[Cl-]>C(O)C>[OH:15][CH2:14][C:12]1[O:13][C:9](/[CH:1]=[CH:2]/[C:3]2[CH:8]=[CH:7][CH:6]=[CH:5][CH:4]=2)=[CH:10][N:11]=1 |f:1.2,3.4.5|. Reported procedure: 150 mg of ethyl (E)-5-styryloxazole-2carboxylate Yakugaku Zasshi, vol. 91, page 425 (1971)) was suspended in 15 ml of ethanol, and at -10° C., 5 ml of an ethanol solution of 35 mg of sodium borohydride and 123 mg of calcium chloride was added, and the mixture was stirred at room temperature for 3 hours. The reaction mixture was concentrated under reduced pressure, and water and ethyl ether were added to the residue to perform extraction. The organic layer was separated, and then dried over anhyd... Starting materials: COP(=O)(CC(CC(C)C)C(N[C@@H](CC(C)C)C(NC)=O)=O)CNC(=O)[C@H](CC(C)C)NC(=O)[C@H]1N(CCC1)C(=O)OCC1=CC=CC=C1 (benzyl(S)-2-[[(S)-1-[[[methoxy[(RS)-4-methyl-2-[[(S)-3-methyl-1-(methylcarbamoyl)butyl]carbamoyl]pentyl]phosphinyl]methyl]carbamoyl]-3-methylbutyl]carbamoyl]-1-pyrrolidinecarboxylate), Br[Si](C)(C)C (bromotrimethylsilane). Solvent: ClCCl (dichloromethane). Run at time 1.5 hour. Yields the product C(C1=CC=CC=C1)OC(=O)N1[C@H](C(=O)N[C@@H](CC(C)C)C(=O)NCP(O)(=O)CC(CC(C)C)C(N[C@@H](CC(C)C)C(NC)=O)=O)CCC1 ([[[N-[1-[(benzyloxy)carbonyl]-L-prolyl]-L-leucyl]amino]methyl][(RS)-4-methyl-2-[[(S)-3-methyl-1-(methylcarbamoyl)butyl]carbamoyl]pentyl]phosphinic acid). Yield: 92.7%. Reaction SMILES: C[O:2][P:3]([CH2:23][NH:24][C:25]([C@@H:27]([NH:32][C:33]([C@@H:35]1[CH2:39][CH2:38][CH2:37][N:36]1[C:40]([O:42][CH2:43][C:44]1[CH:49]=[CH:48][CH:47]=[CH:46][CH:45]=1)=[O:41])=[O:34])[CH2:28][CH:29]([CH3:31])[CH3:30])=[O:26])([CH2:5][CH:6]([C:11](=[O:22])[NH:12][C@H:13]([C:18](=[O:21])[NH:19][CH3:20])[CH2:14][CH:15]([CH3:17])[CH3:16])[CH2:7][CH:8]([CH3:10])[CH3:9])=[O:4].Br[Si](C)(C)C>ClCCl>[CH2:43]([O:42][C:40]([N:36]1[CH2:37][CH2:38][CH2:39][C@H:35]1[C:33]([NH:32][C@H:27]([C:25]([NH:24][CH2:23][P:3]([CH2:5][CH:6]([C:11](=[O:22])[NH:12][C@H:13]([C:18](=[O:21])[NH:19][CH3:20])[CH2:14][CH:15]([CH3:17])[CH3:16])[CH2:7][CH:8]([CH3:9])[CH3:10])(=[O:2])[OH:4])=[O:26])[CH2:28][CH:29]([CH3:30])[CH3:31])=[O:34])=[O:41])[C:44]1[CH:45]=[CH:46][CH:47]=[CH:48][CH:49]=1. Procedure details: 0.11 g of benzyl(S)-2-[[(S)-1-[[[methoxy[(RS)-4-methyl-2-[[(S)-3-methyl-1-(methylcarbamoyl)butyl]carbamoyl]pentyl]phosphinyl]methyl]carbamoyl]-3-methylbutyl]carbamoyl]-1-pyrrolidinecarboxylate was dissolved in 4 ml of dichloromethane and 0.5 ml of bromotrimethylsilane was added. The mixture was stirred at room temperature for 1.5 hours and the solvent was removed by evaporation. The residue was dissolved in 5 ml of acetone and there were then added 1 ml of water and 0.5 g of sodium hydrogen carb... The reactants are C=1(C(=CC=CC1)CCO)C (toluene-ethanol), O1C(=CC=C1)B(O)O (furan-2-boronic acid), BrC1=C(C=O)C=CC=C1 (2-bromobenzaldehyde), C([O-])([O-])=O.[Na+].[Na+] (sodium carbonate). The reagents and catalysts are [Pd].C1(=CC=CC=C1)P(C1=CC=CC=C1)C1=CC=CC=C1.C1(=CC=CC=C1)P(C1=CC=CC=C1)C1=CC=CC=C1.C1(=CC=CC=C1)P(C1=CC=CC=C1)C1=CC=CC=C1.C1(=CC=CC=C1)P(C1=CC=CC=C1)C1=CC=CC=C1 (tetrakis(triphenylphosphine)-palladium (0)). Run in C(Cl)Cl (methylene chloride). Conditions: temperature 100 celsius. Product: O1C2=C(C=C1C1=C(C=O)C=CC=C1)C=CC=C2 (2-(benzo[b]furan-2-yl)benzaldehyde). Reaction SMILES: O1C=CC=C1B(O)O.Br[C:10]1[CH:17]=[CH:16][CH:15]=[CH:14][C:11]=1[CH:12]=[O:13].C(=O)([O-])[O-].[Na+].[Na+].[C:24]1(C)[C:25]([CH2:30][CH2:31][OH:32])=[CH:26][CH:27]=[CH:28][CH:29]=1>C(Cl)Cl.[Pd].C1(P(C2C=CC=CC=2)C2C=CC=CC=2)C=CC=CC=1.C1(P(C2C=CC=CC=2)C2C=CC=CC=2)C=CC=CC=1.C1(P(C2C=CC=CC=2)C2C=CC=CC=2)C=CC=CC=1.C1(P(C2C=CC=CC=2)C2C=CC=CC=2)C=CC=CC=1>[O:32]1[C:31]([C:10]2[CH:17]=[CH:16][CH:15]=[CH:14][C:11]=2[CH:12]=[O:13])=[CH:30][C:25]2[CH:26]=[CH:27][CH:28]=[CH:29][C:24]1=2 |f:2.3.4,7.8.9.10.11|. Procedure: A mixture of 3 g of benzolb]furan-2-boronic acid, 3.14 g 2-bromobenzaldehyde, 0.56 g tetrakis(triphenylphosphine)-palladium (0), and 17 ml of 2N aqueous sodium carbonate in 50 ml of a 9:1 mixture of toluene-ethanol, under a nitrogen atmosphere, was heated to 100° C. for 10 h. The mixture was cooled to room temperature, diluted with 100 ml of methylene chloride and washed with 50 ml of 5% sodium bicarbonate containing 5 ml of 0.880 ammonia. The organic layer was dried over sodium sulfate and evap...